Dataset: the Open Reaction Database (ORD), a public repository of structured organic reaction records. Task: describe an organic reaction: reactants, conditions, products, and yield Starting materials: C(C)(C)C=1NC(=CN1)C1=NC=CC(=C1)OC=1C=NC(=CC1)[N+](=O)[O-] (2-(2-isopropyl-1H-imidazol-5-yl)-4-((6-nitropyridin-3-yl)oxy)pyridine). The reagents and catalysts are [Pd] (Pd/C). Run in CO (MeOH). The product is C(C)(C)C=1NC(=CN1)C1=NC=CC(=C1)OC=1C=CC(=NC1)N (5-((2-(2-isopropyl-1H-imidazol-5-yl)pyridin-4-yl)oxy)pyridin-2-amine). Yield: 95.2%. Reaction SMILES: [CH:1]([C:4]1[NH:5][C:6]([C:9]2[CH:14]=[C:13]([O:15][C:16]3[CH:17]=[N:18][C:19]([N+:22]([O-])=O)=[CH:20][CH:21]=3)[CH:12]=[CH:11][N:10]=2)=[CH:7][N:8]=1)([CH3:3])[CH3:2]>CO.[Pd]>[CH:1]([C:4]1[NH:5][C:6]([C:9]2[CH:14]=[C:13]([O:15][C:16]3[CH:21]=[CH:20][C:19]([NH2:22])=[N:18][CH:17]=3)[CH:12]=[CH:11][N:10]=2)=[CH:7][N:8]=1)([CH3:3])[CH3:2]. Procedure details: A mixture of 2-(2-isopropyl-1H-imidazol-5-yl)-4-((6-nitropyridin-3-yl)oxy)pyridine (612 mg, 1.881 mmol) and 10% Pd/C (50% wet, 200 mg, 0.188 mmol) in MeOH (10 mL) was hydrogenated (1 atm) for 24 h. The solids were removed via filtration through diatomaceous earth, washed with MeOH and the filtrate concentrated to dryness to afford 5-((2-(2-isopropyl-1H-imidazol-5-yl)pyridin-4-yl)oxy)pyridin-2-amine (529 mg, 95%). 1H NMR (400 MHz, DMSO-d6): δ 11.96 (s, 1H), 8.30 (d, J=5.6 Hz, 1H), 7.81 (d, J=2.9 ... The reactants are NC1=NC2=C(C=3C=C(C=NC13)CCC1=CC=C(C=C1)O)C=CC(=C2)C (4-(2-(5-amino-8-methylbenzo[f][1,7]naphthyridin-2-yl)ethyl)phenol), BrCCO[Si](C)(C)C(C)(C)C ((2-bromoethoxy)(tert-butyl)dimethylsilane). Yields the product [Si](C)(C)(C(C)(C)C)OCCOC1=CC=C(CCC=2C=NC3=C(N=C4C(=C3C2)C=CC(=C4)C)N)C=C1 (2-(4-(2-(Tert-butyldimethylsilyloxy)ethoxy)phenethyl)-8-methylbenzo[f][1,7]naphthyridin-5-amine). As a reaction SMILES: [NH2:1][C:2]1[C:11]2[N:10]=[CH:9][C:8]([CH2:12][CH2:13][C:14]3[CH:19]=[CH:18][C:17]([OH:20])=[CH:16][CH:15]=3)=[CH:7][C:6]=2[C:5]2[CH:21]=[CH:22][C:23]([CH3:25])=[CH:24][C:4]=2[N:3]=1.Br[CH2:27][CH2:28][O:29][Si:30]([C:33]([CH3:36])([CH3:35])[CH3:34])([CH3:32])[CH3:31]>>[Si:30]([O:29][CH2:28][CH2:27][O:20][C:17]1[CH:16]=[CH:15][C:14]([CH2:13][CH2:12][C:8]2[CH:9]=[N:10][C:11]3[C:6]([CH:7]=2)=[C:5]2[CH:21]=[CH:22][C:23]([CH3:25])=[CH:24][C:4]2=[N:3][C:2]=3[NH2:1])=[CH:19][CH:18]=1)([C:33]([CH3:36])([CH3:35])[CH3:34])([CH3:32])[CH3:31]. Procedure details: 2-(4-(2-(Tert-butyldimethylsilyloxy)ethoxy)phenethyl)-8-methylbenzo[f][1,7]naphthyridin-5-amine was prepared from 4-(2-(5-amino-8-methylbenzo[f][1,7]naphthyridin-2-yl)ethyl)phenol (from Example 170) following the procedure described for Example 139, but using (2-bromoethoxy)(tert-butyl)dimethylsilane. Starting materials: OC1=CC=CC2=C(C=CC=C12)OC=C (1-hydroxy-5-vinyloxynaphthalene), di-μ-chlorobis(1,5-cyclooctadiene)diiridium(I) [Ir(cod)Cl]2, C([O-])([O-])=O.[Na+].[Na+] (sodium carbonate), OC1=CC=CC2=C(C=CC=C12)O (1,5-dihydroxynaphthalene), C(C)(=O)OC=C (vinyl acetate). Solvent: C1(=CC=CC=C1)C (toluene). Run at temperature 100 celsius, time 6 hour. The product is C(=C)OC1=CC=CC2=C(C=CC=C12)OC=C (1,5-bis(vinyloxy)naphthalene). Reaction SMILES: C(=O)([O-])[O-].[Na+].[Na+].OC1C2C(=C(O)C=CC=2)C=CC=1.[C:19]([O:22][CH:23]=[CH2:24])(=O)[CH3:20].OC1C2[C:30](=[C:31]([O:36][CH:37]=[CH2:38])[CH:32]=[CH:33][CH:34]=2)[CH:29]=[CH:28][CH:27]=1>C1(C)C=CC=CC=1>[CH:23]([O:22][C:19]1[C:20]2[C:30](=[C:31]([O:36][CH:37]=[CH2:38])[CH:32]=[CH:33][CH:34]=2)[CH:29]=[CH:28][CH:27]=1)=[CH2:24] |f:0.1.2|. Reported procedure: To a mixture of di-μ-chlorobis(1,5-cyclooctadiene)diiridium(I) [Ir(cod)Cl]2 (67 mg, 0.1 mmol) and sodium carbonate (640 mg, 6 mmol) in toluene (5 ml) were added 1,5-dihydroxynaphthalene (5 mmol) and vinyl acetate (2.15 g, 25 mmol), followed by stirring at 100° C. in an atmosphere of argon gas for 6 hours. The reaction mixture was analyzed by gas chromatography to find that 1-hydroxy-5-vinyloxynaphthalene and 1,5-bis(vinyloxy)naphthalene were formed in yields of 15% and 13%, respectively, with a ... The reactants are CN(Cc1cc2ccccc2n1C)C(=O)c1ccccc1Br, O=C([O-])[O-], COCCOC, [Cs+], [Cs+], O, c1ccc(P(c2ccccc2)(c2ccccc2)[Pd](P(c2ccccc2)(c2ccccc2)c2ccccc2)(P(c2ccccc2)(c2ccccc2)c2ccccc2)P(c2ccccc2)(c2ccccc2)c2ccccc2)cc1, OB(O)c1ccncc1. Yields the product CN(Cc1cc2ccccc2n1C)C(=O)c1ccccc1-c1ccncc1. RXN SMILES: [Br:1][c:2]1[c:3]([C:4](=[O:5])[N:6]([CH2:7][c:8]2[n:9]([CH3:17])[c:10]3[cH:11][cH:12][cH:13][cH:14][c:15]3[cH:16]2)[CH3:18])[cH:19][cH:20][cH:21][cH:22]1.[C:32](=[O:33])([O-:34])[O-:35].[CH3:115][O:116][CH2:117][CH2:118][O:119][CH3:120].[Cs+:36].[Cs+:37].[OH2:121].[cH:38]1[cH:39][cH:40][c:41]([P:42]([Pd:43]([P:44]([c:45]2[cH:46][cH:47][cH:48][cH:49][cH:50]2)([c:51]2[cH:52][cH:53][cH:54][cH:55][cH:56]2)[c:57]2[cH:58][cH:59][cH:60][cH:61][cH:62]2)([P:63]([c:64]2[cH:65][cH:66][cH:67][cH:68][cH:69]2)([c:70]2[cH:71][cH:72][cH:73][cH:74][cH:75]2)[c:76]2[cH:77][cH:78][cH:79][cH:80][cH:81]2)[P:82]([c:83]2[cH:84][cH:85][cH:86][cH:87][cH:88]2)([c:89]2[cH:90][cH:91][cH:92][cH:93][cH:94]2)[c:95]2[cH:96][cH:97][cH:98][cH:99][cH:100]2)([c:101]2[cH:102][cH:103][cH:104][cH:105][cH:106]2)[c:107]2[cH:108][cH:109][cH:110][cH:111][cH:112]2)[cH:113][cH:114]1.[n:23]1[cH:24][cH:25][c:26]([B:29]([OH:30])[OH:31])[cH:27][cH:28]1>>[c:2]1(-[c:26]2[cH:25][cH:24][n:23][cH:28][cH:27]2)[c:3]([C:4](=[O:5])[N:6]([CH2:7][c:8]2[n:9]([CH3:17])[c:10]3[cH:11][cH:12][cH:13][cH:14][c:15]3[cH:16]2)[CH3:18])[cH:19][cH:20][cH:21][cH:22]1. The reactants are CC(C)(C)OC(=O)Nc1ccc(Oc2ccc(C(=O)Nc3ccc(Br)cc3)cc2[N+](=O)[O-])cc1, ClCCl, O=C(O)C(F)(F)F. Product: Nc1ccc(Oc2ccc(C(=O)Nc3ccc(Br)cc3)cc2[N+](=O)[O-])cc1. Reaction SMILES: [C:1]([O:2][C:3](=[O:4])[NH:7][c:8]1[cH:9][cH:10][c:11]([O:14][c:15]2[c:16]([N+:31](=[O:32])[O-:33])[cH:17][c:18]([C:21]([NH:22][c:23]3[cH:24][cH:25][c:26]([Br:29])[cH:27][cH:28]3)=[O:30])[cH:19][cH:20]2)[cH:12][cH:13]1)([CH3:5])([CH3:6])[CH3:34].[CH2:42]([Cl:43])[Cl:44].[OH:35][C:36]([C:37]([F:38])([F:39])[F:40])=[O:41]>>[NH2:7][c:8]1[cH:9][cH:10][c:11]([O:14][c:15]2[c:16]([N+:31](=[O:32])[O-:33])[cH:17][c:18]([C:21]([NH:22][c:23]3[cH:24][cH:25][c:26]([Br:29])[cH:27][cH:28]3)=[O:30])[cH:19][cH:20]2)[cH:12][cH:13]1. Reaction SMILES: [CH3:1][C:2]1[CH2:7][C:6]([CH3:9])([CH3:8])[NH:5][C:4]([CH3:11])([CH3:10])N=1.O.C1(C)C=CC(S(O)(=O)=[O:20])=CC=1.[OH-].[Na+]>CN(C)C=O>[CH3:10][C:4]1([CH3:11])[NH:5][C:6]([CH3:9])([CH3:8])[CH2:7][C:2](=[O:20])[CH2:1]1 |f:1.2,3.4|. Yields the product CC1(CC(=O)CC(N1)(C)C)C (triacetonamine). Procedure: A solution of 15.4 g. of acetonine in 100 ml. of dimethylformamide was added with 19.0 g. of p-toluenesulfonic acid monohydrate. The mixture was stirred at room temperature for 8 hours, then allowed to stand overnight to complete the reaction. After completion of the reaction, the reaction mixture was added with 30% aqueous sodium hydroxide solution and extracted with ether. The extract was dried over anhydrous potassium carbonate and ether was distilled off. The resulting residue was purified b... Solvent: CN(C=O)C (dimethylformamide). Reaction conditions: time 8 hour. Starting materials: CC1=NC(NC(C1)(C)C)(C)C (acetonine), O.C1(=CC=C(C=C1)S(=O)(=O)O)C (p-toluenesulfonic acid monohydrate), [OH-].[Na+] (sodium hydroxide). The yield is 88.8%. Reactants: ester, N[C@@H]([C@H](O)C)C(=O)O (L-threonine), C([O-])(O)=O.[Na+] (sodium bicarbonate), C(CCCCCCCCCCCCC\C=C/CCCCCCCC)(=O)ON1C(CCC1=O)=O (succinimidyl nervonate), Cl (hydrochloric acid). Run in CCCCCC.C(C)OCC.C(C)(=O)O (hexane diethyl ether acetic acid), O (water), C(OC)COC (dimethoxyethane). Product: C(CCCCCCCCCCCCC\C=C/CCCCCCCC)(=O)N[C@@H]([C@H](O)C)C(=O)O (N-(z-15-tetracosenoyl)-L-threonine). As a reaction SMILES: [NH2:1][C@H:2]([C:6]([OH:8])=[O:7])[C@@H:3]([CH3:5])[OH:4].C(=O)(O)[O-].[Na+].[C:14](ON1C(=O)CCC1=O)(=[O:38])[CH2:15][CH2:16][CH2:17][CH2:18][CH2:19][CH2:20][CH2:21][CH2:22][CH2:23][CH2:24][CH2:25][CH2:26][CH2:27]/[CH:28]=[CH:29]\[CH2:30][CH2:31][CH2:32][CH2:33][CH2:34][CH2:35][CH2:36][CH3:37].Cl>O.C(COC)OC.CCCCCC.C(OCC)C.C(O)(=O)C>[C:14]([NH:1][C@H:2]([C:6]([OH:8])=[O:7])[C@@H:3]([CH3:5])[OH:4])(=[O:38])[CH2:15][CH2:16][CH2:17][CH2:18][CH2:19][CH2:20][CH2:21][CH2:22][CH2:23][CH2:24][CH2:25][CH2:26][CH2:27]/[CH:28]=[CH:29]\[CH2:30][CH2:31][CH2:32][CH2:33][CH2:34][CH2:35][CH2:36][CH3:37] |f:1.2,7.8.9|. Reported procedure: A mixture of L-threonine (5 mmol, 0.595 g), sodium bicarbonate (5 mmol, 0.420 g) and succinimidyl nervonate (5 mmol, 2.320 g, prepared according to Example 1A) in water (2 mL) and dimethoxyethane (5 mL) were refluxed for 2 hours until no ester remained according to TLC (hexane-diethyl ether-acetic acid, 80:18:2). Acidification to pH 2 with concentrated hydrochloric acid and chilling gave the title product, which was washed with water, dried and crystallised from chloroform. It was finally washed... The reactants are COc1ccc([N+](=O)[O-])cc1N=C=O, Nc1cnccn1, C1CCOC1. Yields the product COc1ccc([N+](=O)[O-])cc1NC(=O)Nc1cnccn1. RXN SMILES: [CH3:1][O:2][c:3]1[c:4]([N:12]=[C:13]=[O:14])[cH:5][c:6]([N+:9](=[O:10])[O-:11])[cH:7][cH:8]1.[NH2:15][c:16]1[n:17][cH:18][cH:19][n:20][cH:21]1.[O:22]1[CH2:23][CH2:24][CH2:25][CH2:26]1>>[CH3:1][O:2][c:3]1[c:4]([NH:12][C:13](=[O:14])[NH:15][c:16]2[n:17][cH:18][cH:19][n:20][cH:21]2)[cH:5][c:6]([N+:9](=[O:10])[O-:11])[cH:7][cH:8]1. Reactants: C(C1=CC=CC=C1)OC=1C(=C(C(=C(C(=O)OCC2=CC=CC=C2)C1)NC1=C(C=CC=C1)F)F)F (benzyl 5-benzyloxy-3,4-difluoro-2-((2-fluoro-phenyl)amino)benzoate), [N-]=[N+]=[N-].[Na+] (NaN3), O (water). The solvent is CN(C)C=O (DMF). Run at temperature 90 celsius, time 3 hour. Product: N(=[N+]=[N-])C1=C(C(=C(C(=O)OCC2=CC=CC=C2)C=C1OCC1=CC=CC=C1)NC1=C(C=CC=C1)F)F (benzyl 4-azido-5-benzyloxy-3-fluoro-2-((2-fluorophenyl)amino)benzoate). Yield: 65.1%. Reaction SMILES: [CH2:1]([O:8][C:9]1[C:10](F)=[C:11]([F:33])[C:12]([NH:25][C:26]2[CH:31]=[CH:30][CH:29]=[CH:28][C:27]=2[F:32])=[C:13]([CH:24]=1)[C:14]([O:16][CH2:17][C:18]1[CH:23]=[CH:22][CH:21]=[CH:20][CH:19]=1)=[O:15])[C:2]1[CH:7]=[CH:6][CH:5]=[CH:4][CH:3]=1.[N-:35]=[N+:36]=[N-:37].[Na+].O>CN(C=O)C>[N:35]([C:10]1[C:9]([O:8][CH2:1][C:2]2[CH:7]=[CH:6][CH:5]=[CH:4][CH:3]=2)=[CH:24][C:13]([C:14]([O:16][CH2:17][C:18]2[CH:23]=[CH:22][CH:21]=[CH:20][CH:19]=2)=[O:15])=[C:12]([NH:25][C:26]2[CH:31]=[CH:30][CH:29]=[CH:28][C:27]=2[F:32])[C:11]=1[F:33])=[N+:36]=[N-:37] |f:1.2|. Reported procedure: To a solution of benzyl 5-benzyloxy-3,4-difluoro-2-((2-fluoro-phenyl)amino)benzoate (21.42 g, 46.22 mmol) in DMF (150 mL) was added NaN3 (3.61 g, 55.46 mmol). The mixture was stirred at 90° C. for 3 h. Then water (300 mL) was added. The solution was extracted with ethyl acetate (100 mL×3). The combined organic extracts were washed with water (100 mL) and brine (100 mL), dried over Na2SO4 and concentrated in vacuo. The residue was purified by flash column chromatography on silica gel (petroleum e... Starting materials: stannic chloride, 12, CCCCC (pentane), O (water), CCCCC (pentane), C[Sn](CCC(C)(C)C)(CCC(C)(C)C)CCC(C)(C)C (methyl tris(3,3-dimethylbutyl)tin), Cl (hydrochloric acid). The solvent is C1=CC=CC=C1 (benzene). Product: CC(CC[Sn](CCC(C)(C)C)(CCC(C)(C)C)Cl)(C)C (Tris(3,3-dimethylbutyl)tin chloride). Yield: 90.0%. Reaction SMILES: CCCCC.C[Sn:7]([CH2:20][CH2:21][C:22]([CH3:25])([CH3:24])[CH3:23])([CH2:14][CH2:15][C:16]([CH3:19])([CH3:18])[CH3:17])[CH2:8][CH2:9][C:10]([CH3:13])([CH3:12])[CH3:11].[ClH:26].O>C1C=CC=CC=1>[CH3:11][C:10]([CH3:13])([CH3:12])[CH2:9][CH2:8][Sn:7]([Cl:26])([CH2:20][CH2:21][C:22]([CH3:25])([CH3:24])[CH3:23])[CH2:14][CH2:15][C:16]([CH3:19])([CH3:18])[CH3:17]. Reported procedure: Tris(3,3-dimethylbutyl)tin chloride was prepared by the gradual addition of stannic chloride (13.0 g., 0.05 mole) dissolved in 50 c.c. pentane to a solution containing 19.5 g. (0.05 mole) of methyl tris(3,3-dimethylbutyl)tin dissovled in 50 c.c. pentane. The addition required 20 minutes and was performed under a nitrogen atmosphere. External cooling was applied as necessary to maintain the temperature of the reaction mixture below 27° C. Following completion of the addition the resulant mixture ...